Dataset: the Open Reaction Database (ORD), a public repository of structured organic reaction records. Task: describe an organic reaction: reactants, conditions, products, and yield Reactants: [F-].C(CCC)[N+](CCCC)(CCCC)CCCC (tetrabutylammonium fluoride), C(O)([O-])=O.[Na+] (sodium hydrogen carbonate), C(C=C)OC(=O)N1[C@@H](C[C@@H](C1)SC1=C(N2C([C@@H]([C@H]2[C@H]1C)[C@@H](C)O[Si](C)(C)C(C)(C)C)=O)C(=O)OCC=C)COCCNC(=O)N (allyl (4R,5S,6S)-3-[(2S,4S)-1-allyloxycarbonyl-2-{(2-ureidoethyl)oxymethyl}pyrrolidin-4-yl]thio-6-[(1R)-1-t-butyldimethylsilyloxyethyl]-4-methyl-7-oxo-1-azabicyclo[3.2.0]hept-2-ene-2-carboxylate), C(C)(=O)O (acetic acid), solution. Run in O (water), C(C)(=O)OCC (ethyl acetate), O1CCCC1 (tetrahydrofuran), O1CCCC1 (tetrahydrofuran). Run at time 26 hour. The product is C(C=C)OC(=O)N1[C@@H](C[C@@H](C1)SC1=C(N2C([C@@H]([C@H]2[C@H]1C)[C@@H](C)O)=O)C(=O)OCC=C)COCCNC(=O)N (allyl (4R,5S,6S)-3-[(2S, 4S)-1-allyloxycarbonyl-2-{(2-ureidoethyl)oxymethyl}pyrrolidin-4-yl]thio-6-[(1R)-1-hydroxyethyl]-4-methyl-7-oxo-1-azabicyclo[3.2.0]hept-2-ene-2-carboxylate). Isolated yield 44.6%. Reaction SMILES: [CH2:1]([O:4][C:5]([N:7]1[CH2:11][C@@H:10]([S:12][C:13]2[C@H:19]([CH3:20])[C@H:18]3[N:15]([C:16](=[O:31])[C@@H:17]3[C@H:21]([O:23][Si](C(C)(C)C)(C)C)[CH3:22])[C:14]=2[C:32]([O:34][CH2:35][CH:36]=[CH2:37])=[O:33])[CH2:9][C@H:8]1[CH2:38][O:39][CH2:40][CH2:41][NH:42][C:43]([NH2:45])=[O:44])=[O:6])[CH:2]=[CH2:3].C(O)(=O)C.[F-].C([N+](CCCC)(CCCC)CCCC)CCC.C(=O)([O-])O.[Na+]>O1CCCC1.O.C(OCC)(=O)C>[CH2:1]([O:4][C:5]([N:7]1[CH2:11][C@@H:10]([S:12][C:13]2[C@H:19]([CH3:20])[C@H:18]3[N:15]([C:16](=[O:31])[C@@H:17]3[C@H:21]([OH:23])[CH3:22])[C:14]=2[C:32]([O:34][CH2:35][CH:36]=[CH2:37])=[O:33])[CH2:9][C@H:8]1[CH2:38][O:39][CH2:40][CH2:41][NH:42][C:43]([NH2:45])=[O:44])=[O:6])[CH:2]=[CH2:3] |f:2.3,4.5|. Reported procedure: To a solution of allyl (4R,5S,6S)-3-[(2S,4S)-1-allyloxycarbonyl-2-{(2-ureidoethyl)oxymethyl}pyrrolidin-4-yl]thio-6-[(1R)-1-t-butyldimethylsilyloxyethyl]-4-methyl-7-oxo-1-azabicyclo[3.2.0]hept-2-ene-2-carboxylate (0.46 g) in tetrahydrofuran (10 ml) were added dropwise acetic acid (0.5 ml) and a 1.1 M solution (3.2 ml) of tetrabutylammonium fluoride in tetrahydrofuran at ambient temperature. The mixture was stirred at the same temperature for 26 hours. To the mixture was added ethyl acetate (100 m... Starting materials: N#CCc1ccc2c(Br)cccc2c1, C1CCOC1, [Li]CCCC, CC(C)[N-]C(C)C, CI, CC(C)NC(C)C, CC(C)NC(C)C, [Li+], [Li]. Product: CC(C#N)c1ccc2c(Br)cccc2c1. As a reaction SMILES: [Br:29][c:30]1[c:31]2[cH:32][cH:33][c:34]([CH2:40][C:41]#[N:42])[cH:35][c:36]2[cH:37][cH:38][cH:39]1.[CH2:45]1[O:46][CH2:47][CH2:48][CH2:49]1.[CH3:24][CH2:25][CH2:26][CH2:27][Li:28].[CH3:2][CH:3]([N-:4][CH:5]([CH3:6])[CH3:7])[CH3:8].[CH3:43][I:44].[CH:17]([NH:18][CH:19]([CH3:20])[CH3:21])([CH3:22])[CH3:23].[CH:9]([NH:10][CH:11]([CH3:12])[CH3:13])([CH3:14])[CH3:15].[Li+:1].[Li:16]>>[CH3:2][CH:40]([c:34]1[cH:33][cH:32][c:31]2[c:30]([Br:29])[cH:39][cH:38][cH:37][c:36]2[cH:35]1)[C:41]#[N:42]. Reactants: C(C)C1=C2C=CC(NC2=CC(=N1)CC)=O (5,7-diethyl-1,6-naphthyridin-2(1H)-one), BrCC1=CC=C(OC2=C(C=CC=C2)CC(=O)OCC)C=C1 (ethyl 2-(4-bromomethylphenoxy)phenylacetate), C([O-])([O-])=O.[K+].[K+] (potassium carbonate). Run in COCCOC (1,2-dimethoxyethane). Product: C(C)C1=NC=2CCCCC2C(=C1)OCC1=CC=C(OC2=C(C=CC=C2)CC(=O)OCC)C=C1 (ethyl 2-[4-((2-ethyl-5,6,7,8-tetrahydroquinolin-4-yl)oxymethyl)phenoxy]phenylacetate). The yield is 43.8%. As a reaction SMILES: [CH2:1]([C:3]1[N:12]=[C:11]([CH2:13][CH3:14])[CH:10]=[C:9]2[C:4]=1[CH:5]=[CH:6][C:7](=O)N2)C.Br[CH2:17][C:18]1[CH:36]=[CH:35][C:21]([O:22][C:23]2[CH:28]=[CH:27][CH:26]=[CH:25][C:24]=2[CH2:29][C:30]([O:32][CH2:33][CH3:34])=[O:31])=[CH:20][CH:19]=1.C(=O)([O-])[O-:38].[K+].[K+]>COCCOC>[CH2:13]([C:11]1[CH:10]=[C:9]([O:38][CH2:17][C:18]2[CH:36]=[CH:35][C:21]([O:22][C:23]3[CH:28]=[CH:27][CH:26]=[CH:25][C:24]=3[CH2:29][C:30]([O:32][CH2:33][CH3:34])=[O:31])=[CH:20][CH:19]=2)[C:4]2[CH2:5][CH2:6][CH2:7][CH2:1][C:3]=2[N:12]=1)[CH3:14] |f:2.3.4|. Procedure details: A mixture of compound H (404 mg), ethyl 2-(4-bromomethylphenoxy)phenylacetate (700 mg) and potassium carbonate (552 mg) in 1,2-dimethoxyethane (10 ml) was heated under reflux for 1 hour. Insoluble material was removed by filtration and the filtrate was concentrated. The residue was purified by flash chromatography, eluting with ethyl acetate/hexane (7:3 v/v), to give ethyl 2-[4-((5,7-diethyl-2-oxo-1,2-dihydro-1,6-naphthyridin-1-yl)methyl)phenoxy]phenylacetate (A) (390 mg), as a gum; NMR (CDCl3):...